Dataset: the Open Reaction Database (ORD), a public repository of structured organic reaction records. Task: describe an organic reaction: reactants, conditions, products, and yield The reactants are C(C)OC(C(CC1=C(C=C(C(=C1)OCC)O)F)OCC)=O ([rac]-2-ethoxy-3-(5-ethoxy-2-fluoro-4-hydroxy-phenyl)-propionic acid ethyl ester), C([O-])([O-])=O.[Cs+].[Cs+] (cesium carbonate), ClCC=1N=C(SC1)C1=CC=C(C=C1)C(C)C (4-chloromethyl-2-(4-isopropyl-phenyl)-thiazole), C(C)(C)C1=CC=C(C(=S)N)C=C1 (4-isopropyl-thiobenzamide), ClCC(=O)CCl (1,3-dichloroacetone). Solvent: C(C)#N (acetonitrile). Product: C(C)OC(C(CC1=C(C=C(C(=C1)OCC)OCC=1N=C(SC1)C1=CC=C(C=C1)C(C)C)F)OCC)=O ([rac]-2-ethoxy-3-{5-ethoxy-2-fluoro-4-[2-(4-isopropyl-phenyl)-thiazol-4-ylmethoxy]-phenyl}-propionic acid ethyl ester). Reaction SMILES: [CH2:1]([O:3][C:4](=[O:21])[CH:5]([O:18][CH2:19][CH3:20])[CH2:6][C:7]1[CH:12]=[C:11]([O:13][CH2:14][CH3:15])[C:10]([OH:16])=[CH:9][C:8]=1[F:17])[CH3:2].Cl[CH2:23][C:24]1[N:25]=[C:26]([C:29]2[CH:34]=[CH:33][C:32]([CH:35]([CH3:37])[CH3:36])=[CH:31][CH:30]=2)[S:27][CH:28]=1.C(C1C=CC(C(N)=S)=CC=1)(C)C.ClCC(CCl)=O.C(=O)([O-])[O-].[Cs+].[Cs+]>C(#N)C>[CH2:1]([O:3][C:4](=[O:21])[CH:5]([O:18][CH2:19][CH3:20])[CH2:6][C:7]1[CH:12]=[C:11]([O:13][CH2:14][CH3:15])[C:10]([O:16][CH2:23][C:24]2[N:25]=[C:26]([C:29]3[CH:34]=[CH:33][C:32]([CH:35]([CH3:37])[CH3:36])=[CH:31][CH:30]=3)[S:27][CH:28]=2)=[CH:9][C:8]=1[F:17])[CH3:2] |f:4.5.6|. Procedure details: In analogy to the procedure described in example 4 d], [rac]-2-ethoxy-3-(5-ethoxy-2-fluoro-4-hydroxy-phenyl)-propionic acid ethyl ester was reacted with 4-chloromethyl-2-(4-isopropyl-phenyl)-thiazole (prepared from 4-isopropyl-thiobenzamide and 1,3-dichloroacetone in analogy to the procedure described in example 4 a]) in acetonitrile in the presence of cesium carbonate to yield [rac]-2-ethoxy-3-{5-ethoxy-2-fluoro-4-[2-(4-isopropyl-phenyl)-thiazol-4-ylmethoxy]-phenyl}-propionic acid ethyl ester, ... Procedure: To a solution of tetrahydropyran-4-carboxylic acid 130 mg (1 mmol) in DCM (5 mL) was added 7-bromo-3,4-dihydro-1H-isoquinoline-2-carbaldehyde (200 mg, 1 mmol), followed by TPTU (326 mg) and HOBt (148 mg). The solution was cooled to ice-water bath. To this solution was added ethyl diisopropylamine (0.4 mL). The yellow solution was allowed to stir under nitrogen overnight. LC/MS showed the reaction was complete. The reaction was quenched by addition of sodium bicarbonate solution (5 mL) and DCM (3... The reactants are O1CCC(CC1)C(=O)O (tetrahydropyran-4-carboxylic acid), BrC1=CC=C2CCN(CC2=C1)C=O (7-bromo-3,4-dihydro-1H-isoquinoline-2-carbaldehyde), C=1C=CC2=C(C1)N=NN2O (HOBt), C(C)N(C(C)C)C(C)C (ethyl diisopropylamine), Cl (HCl), [B-](F)(F)(F)F.CN(C)C(=[N+](C)C)ON1C=CC=CC1=O (TPTU). Solvent: C(Cl)Cl (DCM), C(Cl)Cl (DCM), CCOCC (ether), CCOCC (ether). The product is BrC1=CC=C2CCN(CC2=C1)C(=O)C1CCOCC1 ((7-Bromo-3,4-dihydro-1H-isoquinolin-2-yl)-(tetrahydro-pyran-4-yl)-methanone). Run at time 8 hour. Isolated yield 108.0%. RXN SMILES: [O:1]1[CH2:6][CH2:5][CH:4]([C:7]([OH:9])=O)[CH2:3][CH2:2]1.[Br:10][C:11]1[CH:20]=[C:19]2[C:14]([CH2:15][CH2:16][N:17](C=O)[CH2:18]2)=[CH:13][CH:12]=1.[B-](F)(F)(F)F.CN(C(ON1C(=O)C=CC=C1)=[N+](C)C)C.C1C=CC2N(O)N=NC=2C=1.C(N(C(C)C)C(C)C)C.Cl>C(Cl)Cl.CCOCC>[Br:10][C:11]1[CH:20]=[C:19]2[C:14]([CH2:15][CH2:16][N:17]([C:7]([CH:4]3[CH2:3][CH2:2][O:1][CH2:6][CH2:5]3)=[O:9])[CH2:18]2)=[CH:13][CH:12]=1 |f:2.3|. Starting materials: BrC=1C=C(OC1)N1C(O[C@@]2(C1)CN1CCC2CC1)=O ((R)-3′-(4-bromofuran-2-yl)spiro[1-azabicyclo[2.2.2]octan-3,5′-oxazolidin]-2′-one), C(CCC)[Sn](C1=NC=CN=C1)(CCCC)CCCC (2-(tri-n-butylstannyl)pyrazine). The product is N1=C(C=NC=C1)C=1C=C(OC1)N1C(O[C@@]2(C1)CN1CCC2CC1)=O ((R)-3′-(4-(Pyrazin-2-yl)furan-2-yl)spiro[1-azabicyclo[2.2.2]octan-3,5′-oxazolidin]-2′-one). Reaction SMILES: Br[C:2]1[CH:3]=[C:4]([N:7]2[CH2:11][C@:10]3([CH:16]4[CH2:17][CH2:18][N:13]([CH2:14][CH2:15]4)[CH2:12]3)[O:9][C:8]2=[O:19])[O:5][CH:6]=1.C([Sn](CCCC)(CCCC)[C:25]1[CH:30]=[N:29][CH:28]=[CH:27][N:26]=1)CCC>>[N:26]1[CH:27]=[CH:28][N:29]=[CH:30][C:25]=1[C:2]1[CH:3]=[C:4]([N:7]2[CH2:11][C@:10]3([CH:16]4[CH2:17][CH2:18][N:13]([CH2:14][CH2:15]4)[CH2:12]3)[O:9][C:8]2=[O:19])[O:5][CH:6]=1. Procedure details: The title compound was prepared by a method analog to that described in Example 14 from (R)-3′-(4-bromofuran-2-yl)spiro[1-azabicyclo[2.2.2]octan-3,5′-oxazolidin]-2′-one and 2-(tri-n-butylstannyl)pyrazine. The title compound (2 mg) was obtained as a pale solid, m/z 327 (MH+). Starting materials: NCCCc1nc(Cl)nc2c1SCC2, C1COCCO1, c1ccc(N2CCNCC2)cc1. The product is NCCCc1nc(N2CCN(c3ccccc3)CC2)nc2c1SCC2. Reaction SMILES: [Cl:1][c:2]1[n:3][c:4]([CH2:11][CH2:12][CH2:13][NH2:14])[c:5]2[c:6]([n:7]1)[CH2:8][CH2:9][S:10]2.[O:27]1[CH2:28][CH2:29][O:30][CH2:31][CH2:32]1.[c:15]1([N:21]2[CH2:22][CH2:23][NH:24][CH2:25][CH2:26]2)[cH:16][cH:17][cH:18][cH:19][cH:20]1>>[c:2]1([N:24]2[CH2:23][CH2:22][N:21]([c:15]3[cH:16][cH:17][cH:18][cH:19][cH:20]3)[CH2:26][CH2:25]2)[n:3][c:4]([CH2:11][CH2:12][CH2:13][NH2:14])[c:5]2[c:6]([n:7]1)[CH2:8][CH2:9][S:10]2. Starting materials: CCOC(=O)Cc1cn(Cc2ccccc2)nc1OCc1ccc(OCc2nc(-c3ccccc3)oc2C)nc1, CCO, Cl, [Na+], C1CCOC1, [OH-]. Product: Cc1oc(-c2ccccc2)nc1COc1ccc(COc2nn(Cc3ccccc3)cc2CC(=O)O)cn1. RXN SMILES: [CH2:1]([c:2]1[cH:3][cH:4][cH:5][cH:6][cH:7]1)[n:8]1[n:9][c:10]([O:19][CH2:20][c:21]2[cH:22][n:23][c:24]([O:27][CH2:28][c:29]3[n:30][c:31](-[c:35]4[cH:36][cH:37][cH:38][cH:39][cH:40]4)[o:32][c:33]3[CH3:34])[cH:25][cH:26]2)[c:11]([CH2:13][C:14](=[O:15])[O:16][CH2:17][CH3:18])[cH:12]1.[CH3:49][CH2:50][OH:51].[ClH:48].[Na+:42].[O:43]1[CH2:44][CH2:45][CH2:46][CH2:47]1.[OH-:41]>>[CH2:1]([c:2]1[cH:3][cH:4][cH:5][cH:6][cH:7]1)[n:8]1[n:9][c:10]([O:19][CH2:20][c:21]2[cH:22][n:23][c:24]([O:27][CH2:28][c:29]3[n:30][c:31](-[c:35]4[cH:36][cH:37][cH:38][cH:39][cH:40]4)[o:32][c:33]3[CH3:34])[cH:25][cH:26]2)[c:11]([CH2:13][C:14](=[O:15])[OH:16])[cH:12]1. The reactants are CC(C)(C)OC(=O)NN, COc1ccc(C=O)cc1, Cc1ccccc1, O. The product is COc1ccc(C=NNC(=O)OC(C)(C)C)cc1. RXN SMILES: [C:11]([NH:12][NH2:13])(=[O:14])[O:15][C:16]([CH3:17])([CH3:18])[CH3:19].[CH3:1][O:2][c:3]1[cH:4][cH:5][c:6]([CH:7]=[O:8])[cH:9][cH:10]1.[CH3:21][c:22]1[cH:23][cH:24][cH:25][cH:26][cH:27]1.[OH2:20]>>[CH3:1][O:2][c:3]1[cH:4][cH:5][c:6]([CH:7]=[N:13][NH:12][C:11](=[O:14])[O:15][C:16]([CH3:17])([CH3:18])[CH3:19])[cH:9][cH:10]1. The reactants are CCOC(=O)CCBr, C1CCOC1, CCCC[N+](CCCC)(CCCC)CCCC, [H-], [I-], [Na+], CCOC(=O)C(C(=O)OCC)c1ccccc1. Product: CCOC(=O)CCC(C(=O)OCC)(C(=O)OCC)c1ccccc1. RXN SMILES: [Br:20][CH2:21][CH2:22][C:23](=[O:24])[O:25][CH2:26][CH3:27].[CH2:28]1[O:29][CH2:30][CH2:31][CH2:32]1.[CH2:34]([N+:35]([CH2:36][CH2:37][CH2:38][CH3:39])([CH2:40][CH2:41][CH2:42][CH3:43])[CH2:44][CH2:45][CH2:46][CH3:47])[CH2:48][CH2:49][CH3:50].[H-:1].[I-:33].[Na+:2].[c:3]1([CH:9]([C:10](=[O:11])[O:12][CH2:13][CH3:14])[C:15](=[O:16])[O:17][CH2:18][CH3:19])[cH:4][cH:5][cH:6][cH:7][cH:8]1>>[c:3]1([C:9]([C:10](=[O:11])[O:12][CH2:13][CH3:14])([C:15](=[O:16])[O:17][CH2:18][CH3:19])[CH2:21][CH2:22][C:23](=[O:24])[O:25][CH2:26][CH3:27])[cH:4][cH:5][cH:6][cH:7][cH:8]1.